Dataset: the Open Reaction Database (ORD), a public repository of structured organic reaction records. Task: describe an organic reaction: reactants, conditions, products, and yield The reactants are C(#N)C1=C(C(=C2N1CCNC2)C(=O)N)C2=CC(=CC=C2)F (6-cyano-7-(3-fluorophenyl)-1,2,3,4-tetrahydropyrrolo[1,2-a]pyrazine-8-carboxamide), C(C)(C)(C)N=C=O (tert-butyl isocyanate). Reported procedure: To a suspension of 0.50 g (0.53 mmol) of 6-cyano-7-(3-fluorophenyl)-1,2,3,4-tetrahydropyrrolo[1,2-a]pyrazine-8-carboxamide is added 0.07 ml (0.6 mmol) of tert-butyl isocyanate. After reaction for 2 hours at room temperature, the solvent is evaporated off under reduced pressure and the solid residue is recrystallized from acetonitrile, to give 0.16 g of 6-cyano-7-(3-fluorophenyl)-N2-(tert-butyl)-3,4-dihydropyrrolo[1,2-a]pyrazine-2,8(1H)-dicarboxamide in the form of a white powder after filtering ... Yield: 78.7%. Reaction SMILES: [C:1]([C:3]1[N:7]2[CH2:8][CH2:9][NH:10][CH2:11][C:6]2=[C:5]([C:12]([NH2:14])=[O:13])[C:4]=1[C:15]1[CH:20]=[CH:19][CH:18]=[C:17]([F:21])[CH:16]=1)#[N:2].[C:22]([N:26]=[C:27]=[O:28])([CH3:25])([CH3:24])[CH3:23]>>[C:1]([C:3]1[N:7]2[CH2:8][CH2:9][N:10]([C:27]([NH:26][C:22]([CH3:25])([CH3:24])[CH3:23])=[O:28])[CH2:11][C:6]2=[C:5]([C:12]([NH2:14])=[O:13])[C:4]=1[C:15]1[CH:20]=[CH:19][CH:18]=[C:17]([F:21])[CH:16]=1)#[N:2]. Yields the product C(#N)C1=C(C(=C2N1CCN(C2)C(=O)NC(C)(C)C)C(=O)N)C2=CC(=CC=C2)F (6-cyano-7-(3-fluorophenyl)-N2-(tert-butyl)-3,4-dihydropyrrolo[1,2-a]pyrazine-2,8(1H)-dicarboxamide). Reactants: O=C([O-])[O-], COC(=O)CCCCCCCc1ccc(C=O)o1, CO, [K+], [K+]. Product: O=Cc1ccc(CCCCCCCC(=O)O)o1. Reaction SMILES: [C:19](=[O:20])([O-:21])[O-:22].[CH3:1][O:2][C:3]([CH2:4][CH2:5][CH2:6][CH2:7][CH2:8][CH2:9][CH2:10][c:11]1[o:12][c:13]([CH:16]=[O:17])[cH:14][cH:15]1)=[O:18].[CH3:25][OH:26].[K+:23].[K+:24]>>[O:2]=[C:3]([CH2:4][CH2:5][CH2:6][CH2:7][CH2:8][CH2:9][CH2:10][c:11]1[o:12][c:13]([CH:16]=[O:17])[cH:14][cH:15]1)[OH:18]. Starting materials: CC(C)(C)OC(=O)NC(Cc1ccccc1)c1nc(Br)c(Cl)[nH]1, CC#N, O=C1CCC(=O)N1Cl. Yields the product CC(C)(C)OC(=O)NC(Cc1ccccc1)c1nc(Cl)c[nH]1. Reaction SMILES: [C:1]([CH3:2])([CH3:3])([CH3:4])[O:5][C:6]([NH:7][CH:8]([CH2:9][c:10]1[cH:11][cH:12][cH:13][cH:14][cH:15]1)[c:16]1[nH:17][c:18]([Cl:22])[c:19]([Br:21])[n:20]1)=[O:23].[CH3:32][C:33]#[N:34].[Cl:24][N:25]1[C:26](=[O:27])[CH2:28][CH2:29][C:30]1=[O:31]>>[C:1]([CH3:2])([CH3:3])([CH3:4])[O:5][C:6]([NH:7][CH:8]([CH2:9][c:10]1[cH:11][cH:12][cH:13][cH:14][cH:15]1)[c:16]1[n:17][c:18]([Cl:22])[cH:19][nH:20]1)=[O:23]. The reactants are solution, C[Si](C)(C)[N-][Si](C)(C)C.[Li+] (lithium bis(trimethylsilyl)amide), COS(=O)(=O)OC (dimethylsulfate), O (water), C(C)(C)(C)OC(=O)NC=1C=C2C3(C(N(C2=CC1)C)N(CC3)C)C (5-(t-Butyloxycarbonylamino)-1,2,3,3a,8,8a-hexahydro-1,3a,8-trimethylpyrrolo[2,3-b]indole). Solvent: C1CCOC1 (THF), C1CCOC1 (THF), C1CCOC1 (THF), C(C)(=O)OCC (Ethyl acetate). Run at temperature -78 celsius, time 15 minute. The product is C(C)(C)(C)OC(=O)N(C)C=1C=C2C3(C(N(C2=CC1)C)N(CC3)C)C (5-(t-butoxycarbonyl-N-methylamino)-1,2,3,3a,8,8a-hexahydro-1,3a,8-trimethylpyrrolo[2,3-b]indole). RXN SMILES: [C:1]([O:5][C:6]([NH:8][C:9]1[CH:10]=[C:11]2[C:15](=[CH:16][CH:17]=1)[N:14]([CH3:18])[CH:13]1[N:19]([CH3:22])[CH2:20][CH2:21][C:12]21[CH3:23])=[O:7])([CH3:4])([CH3:3])[CH3:2].[CH3:24][Si]([N-][Si](C)(C)C)(C)C.[Li+].COS(OC)(=O)=O.O>C1COCC1.C(OCC)(=O)C>[C:1]([O:5][C:6]([N:8]([C:9]1[CH:10]=[C:11]2[C:15](=[CH:16][CH:17]=1)[N:14]([CH3:18])[CH:13]1[N:19]([CH3:22])[CH2:20][CH2:21][C:12]21[CH3:23])[CH3:24])=[O:7])([CH3:4])([CH3:3])[CH3:2] |f:1.2|. Procedure: 5-(t-Butyloxycarbonylamino)-1,2,3,3a,8,8a-hexahydro-1,3a,8-trimethylpyrrolo[2,3-b]indole (1.7 g) was dissolved in dry THF (15 ml) under nitrogen and cooled to -78° C. in a dry ice/acetone bath. A 1M solution of lithium bis(trimethylsilyl)amide (7.2 ml) in THF was added via a syringe. The solution was stirred at -78° C. for 15 minutes, warmed to room temperature and again cooled to -78° C. before the addition of dimethylsulfate (0.74 g) in THF (5 ml) via syringe. The mixture was stirred for 1 hou... Reactants: CC1=CC2=C(OC(C2)CN)C=2CCCC12 ((±)-1-(5-methyl-3,6,7,8-tetrahydro-2H-indeno[4,5-b]furan-2-yl)methanamine), Intermediate 15, C(C)(C)N(CC)C(C)C (diisopropylethylamine), ClC(=O)OCC1=CC=CC=C1 (benzyl chloroformate). Yields the product CC1=CC2=C(OC(C2)CNC(OCC2=CC=CC=C2)=O)C=2CCCC12 ((±)-benzyl (5-methyl-3,6,7,8-tetrahydro-2H-indeno[4,5-b]furan-2-yl)methylcarbamate). The yield is 107.2%. Reaction SMILES: [CH3:1][C:2]1[C:15]2[CH2:14][CH2:13][CH2:12][C:11]=2[C:5]2[O:6][CH:7]([CH2:9][NH2:10])[CH2:8][C:4]=2[CH:3]=1.C(N(C(C)C)CC)(C)C.Cl[C:26]([O:28][CH2:29][C:30]1[CH:35]=[CH:34][CH:33]=[CH:32][CH:31]=1)=[O:27]>>[CH3:1][C:2]1[C:15]2[CH2:14][CH2:13][CH2:12][C:11]=2[C:5]2[O:6][CH:7]([CH2:9][NH:10][C:26](=[O:27])[O:28][CH2:29][C:30]3[CH:35]=[CH:34][CH:33]=[CH:32][CH:31]=3)[CH2:8][C:4]=2[CH:3]=1. Procedure details: Treatment of (±)-1-(5-methyl-3,6,7,8-tetrahydro-2H-indeno[4,5-b]furan-2-yl)methanamine (2.28 g, 11.2 mmol) with diisopropylethylamine (2.16 g, 16.7 mmol) followed by benzyl chloroformate (2.19 g, 12.8 mmol) generally according to the procedure described for Intermediate 15 gave 4.05 g (81%) of (±)-benzyl (5-methyl-3,6,7,8-tetrahydro-2H-indeno[4,5-b]furan-2-yl)methylcarbamate as a white solid. Rf=0.33 (silica, ethyl acetate:hexanes 1:4); mp 109-113° C.; Anal. calcd. for C21H23NO3: C, 74.75; H, 6.... Reactants: ClC1=C(C(=CC(=C1)Cl)Cl)N1N=CC(=C1C)C(=O)O (1-(2,4,6-trichlorophenyl)-4-carboxy-5-methyl-1H-pyrazole), S(=O)(Cl)Cl (thionyl chloride), S(=O)(=O)(N)N (sulfamide). Run in S1(=O)(=O)CCCC1 (sulfolane). Yields the product ClC1=C(C(=CC(=C1)Cl)Cl)N1N=CC(=C1C)C#N (1-(2,4,6-trichlorophenyl)-4-cyano-5-methyl-1H-pyrazole). The yield is 76.0%. RXN SMILES: [Cl:1][C:2]1[CH:7]=[C:6]([Cl:8])[CH:5]=[C:4]([Cl:9])[C:3]=1[N:10]1[C:14]([CH3:15])=[C:13]([C:16](O)=O)[CH:12]=[N:11]1.S(Cl)(Cl)=O.S(N)([NH2:26])(=O)=O>S1(CCCC1)(=O)=O>[Cl:1][C:2]1[CH:7]=[C:6]([Cl:8])[CH:5]=[C:4]([Cl:9])[C:3]=1[N:10]1[C:14]([CH3:15])=[C:13]([C:16]#[N:26])[CH:12]=[N:11]1. Procedure: By the method of Example 1, Step E, 25.6 g (0.0838 mole) of 1-(2,4,6-trichlorophenyl)-4-carboxy-5-methyl-1H-pyrazole, 114.3 g (0.961 mole) of thionyl chloride, and 12.7 g (0.132 mole) of sulfamide were reacted in 100 mL of sulfolane, yielding 18.25 g of 1-(2,4,6-trichlorophenyl)-4-cyano-5-methyl-1H-pyrazole as an oil which subsequently solidified. The NMR spectrum was consistent with the proposed structure.